describe an organic reaction: reactants, conditions, products, and yield From a dataset of the Open Reaction Database (ORD), a public repository of structured organic reaction records. The reactants are O=C1OC(=O)C2CCCCC12, CC(C)OC(C)C, Nc1cc(C(F)(F)F)cc(C(F)(F)F)c1. Product: O=C(O)C1CCCCC1C(=O)Nc1cc(C(F)(F)F)cc(C(F)(F)F)c1. Reaction SMILES: [CH:16]12[CH:17]([CH2:18][CH2:19][CH2:20][CH2:21]1)[C:22](=[O:23])[O:24][C:25]2=[O:26].[CH:27]([O:28][CH:29]([CH3:30])[CH3:31])([CH3:32])[CH3:33].[F:1][C:2]([c:3]1[cH:4][c:5]([NH2:6])[cH:7][c:8]([C:10]([F:11])([F:12])[F:13])[cH:9]1)([F:14])[F:15]>>[F:1][C:2]([c:3]1[cH:4][c:5]([NH:6][C:25]([CH:16]2[CH:17]([C:22](=[O:23])[OH:24])[CH2:18][CH2:19][CH2:20][CH2:21]2)=[O:26])[cH:7][c:8]([C:10]([F:11])([F:12])[F:13])[cH:9]1)([F:14])[F:15]. The reactants are C(C1=CC=CC=C1)(=O)O (benzoic acid), ClS(=O)(=O)O (chlorosulfonic acid), S(O)(O)(=O)=O (sulfuric acid), S(N)(O)(=O)=O (sulfamic acid), S(=O)(Cl)Cl (thionyl chloride), ice water. Reaction conditions: temperature 120 celsius. Product: ClS(=O)(=O)C=1C=C(C(=O)O)C=CC1 (3-Chlorosulfonylbenzoic acid). RXN SMILES: [C:1]([OH:9])(=[O:8])[C:2]1[CH:7]=[CH:6][CH:5]=[CH:4][CH:3]=1.[Cl:10][S:11](O)(=[O:13])=[O:12].S(=O)(=O)(O)O.S(=O)(=O)(O)N.S(Cl)(Cl)=O>>[Cl:10][S:11]([C:4]1[CH:3]=[C:2]([CH:7]=[CH:6][CH:5]=1)[C:1]([OH:9])=[O:8])(=[O:13])=[O:12]. Procedure: 122.1 g (1.0 mol) of benzoic acid are introduced into a mixture of 349.5 g (3.0 mol) of chlorosulfonic acid, 20 g of 96% strength sulfuric acid and 1 g of sulfamic acid. The reaction mixture thus obtained is heated to 120° C. in the course of 3 hours and stirred until evolution of gas has ended. The mixture is then cooled to 70° C. and 119.0 g (1.0 mol) of thionyl chloride are added dropwise over the course of 2 hours. After it has been stirred at 80° C. for 30 minutes, the reaction mixture is a... Yields the product CCNc1cccnc1Nc1cccc(CN(C(=O)OC(C)(C)C)C(=O)OC(C)(C)C)c1. Reactants: CCI, CC(C)(C)OC(=O)N(Cc1cccc(Nc2ncccc2N)c1)C(=O)OC(C)(C)C. RXN SMILES: [CH2:31]([CH3:32])[I:33].[NH2:1][c:2]1[c:3]([NH:8][c:9]2[cH:10][c:11]([CH2:15][N:16]([C:17](=[O:18])[O:19][C:20]([CH3:21])([CH3:22])[CH3:23])[C:24](=[O:25])[O:26][C:27]([CH3:28])([CH3:29])[CH3:30])[cH:12][cH:13][cH:14]2)[n:4][cH:5][cH:6][cH:7]1>>[NH:1]([c:2]1[c:3]([NH:8][c:9]2[cH:10][c:11]([CH2:15][N:16]([C:17](=[O:18])[O:19][C:20]([CH3:21])([CH3:22])[CH3:23])[C:24](=[O:25])[O:26][C:27]([CH3:28])([CH3:29])[CH3:30])[cH:12][cH:13][cH:14]2)[n:4][cH:5][cH:6][cH:7]1)[CH2:31][CH3:32]. Yields the product CC(C)(C)OC(=O)NC1C(=O)N2C(C(=O)OC(C)(C)C)=C(C=O)CCC12. The reactants are CC(C)(C)OC(=O)NC1C(=O)N2C(C(=O)OC(C)(C)C)=C(CO)CCC12, ClCCl. Reaction SMILES: [C:1]([CH3:2])([CH3:3])([CH3:4])[O:5][C:6](=[O:7])[C:8]1=[C:15]([CH2:16][OH:17])[CH2:14][CH2:13][CH:12]2[N:9]1[C:10](=[O:26])[CH:11]2[NH:18][C:19](=[O:20])[O:21][C:22]([CH3:23])([CH3:24])[CH3:25].[CH2:27]([Cl:28])[Cl:29]>>[C:1]([CH3:2])([CH3:3])([CH3:4])[O:5][C:6](=[O:7])[C:8]1=[C:15]([CH:16]=[O:17])[CH2:14][CH2:13][CH:12]2[N:9]1[C:10](=[O:26])[CH:11]2[NH:18][C:19](=[O:20])[O:21][C:22]([CH3:23])([CH3:24])[CH3:25].